This data is from the Open Reaction Database (ORD), a public repository of structured organic reaction records. The task is: describe an organic reaction: reactants, conditions, products, and yield The reactants are CC(C)(C)OC(=O)CN1CCCN(C2CCN(C(=O)OCc3ccccc3)CC2)C1=O, CCO, [Na+], [OH-]. The product is O=C(O)CN1CCCN(C2CCN(C(=O)OCc3ccccc3)CC2)C1=O. Reaction SMILES: [C:3]([CH3:4])([CH3:5])([CH3:6])[O:7][C:8](=[O:9])[CH2:10][N:11]1[C:12](=[O:33])[N:13]([CH:17]2[CH2:18][CH2:19][N:20]([C:23](=[O:24])[O:25][CH2:26][c:27]3[cH:28][cH:29][cH:30][cH:31][cH:32]3)[CH2:21][CH2:22]2)[CH2:14][CH2:15][CH2:16]1.[CH3:34][CH2:35][OH:36].[Na+:2].[OH-:1]>>[O:7]=[C:8]([OH:9])[CH2:10][N:11]1[C:12](=[O:33])[N:13]([CH:17]2[CH2:18][CH2:19][N:20]([C:23](=[O:24])[O:25][CH2:26][c:27]3[cH:28][cH:29][cH:30][cH:31][cH:32]3)[CH2:21][CH2:22]2)[CH2:14][CH2:15][CH2:16]1. The reactants are O=C1NC=NC2=CC(=CC=C12)C(=O)OC (methyl 4-oxo-3,4-dihydroquinazoline-7-carboxylate), C([O-])([O-])=O.[K+].[K+] (potassium carbonate), FC(C=1C=C(CBr)C=CC1)(F)F (3-(trifluoromethyl)benzyl bromide). Run in CN(C)C=O (DMF). Conditions: temperature 60 celsius, time 8 hour. Product: O=C1N(C=NC2=CC(=CC=C12)C(=O)OC)CC1=CC(=CC=C1)C(F)(F)F (methyl 4-oxo-3-[3-(trifluoromethyl)benzyl]-3,4-dihydroquinazoline-7-carboxylate). As a reaction SMILES: [O:1]=[C:2]1[C:11]2[C:6](=[CH:7][C:8]([C:12]([O:14][CH3:15])=[O:13])=[CH:9][CH:10]=2)[N:5]=[CH:4][NH:3]1.C(=O)([O-])[O-].[K+].[K+].[F:22][C:23]([F:33])([F:32])[C:24]1[CH:25]=[C:26]([CH:29]=[CH:30][CH:31]=1)[CH2:27]Br>CN(C=O)C>[O:1]=[C:2]1[C:11]2[C:6](=[CH:7][C:8]([C:12]([O:14][CH3:15])=[O:13])=[CH:9][CH:10]=2)[N:5]=[CH:4][N:3]1[CH2:27][C:26]1[CH:29]=[CH:30][CH:31]=[C:24]([C:23]([F:22])([F:32])[F:33])[CH:25]=1 |f:1.2.3|. Procedure details: To a solution of methyl 4-oxo-3,4-dihydroquinazoline-7-carboxylate (0.100 g, 0.49 mmol) in DMF (5 mL) was added potassium carbonate (0.135 g, 0.98 mmol) and 3-(trifluoromethyl)benzyl bromide (0.11 mL, 0.74 mmol). The reaction mixture was heated to 60° C. and stirred overnight. The mixture was then cooled to rt and concentrated. Water was added and the reaction mixture was extracted with DCM (15 mL, 3×). The combined organic phases were then washed with water, and brine, dried over anhydrous Na2S... The product is O=C(NC1CSc2ccccc2NC1=O)OCc1ccccc1. The reactants are CCN=C=NCCCN(C)C, CCOC(C)=O, Cl, Nc1ccccc1SCC(NC(=O)OCc1ccccc1)C(=O)O, CN(C)C=O. Reaction SMILES: [CH3:26][N:27]([CH3:28])[CH2:29][CH2:30][CH2:31][N:32]=[C:33]=[N:34][CH2:35][CH3:36].[CH3:37][CH2:38][O:39][C:40](=[O:41])[CH3:42].[ClH:25].[NH2:1][c:2]1[c:3]([S:8][CH2:9][CH:10]([NH:11][C:12](=[O:13])[O:14][CH2:15][c:16]2[cH:17][cH:18][cH:19][cH:20][cH:21]2)[C:22](=[O:23])[OH:24])[cH:4][cH:5][cH:6][cH:7]1.[O:43]=[CH:44][N:45]([CH3:46])[CH3:47]>>[NH:1]1[c:2]2[c:3]([cH:4][cH:5][cH:6][cH:7]2)[S:8][CH2:9][CH:10]([NH:11][C:12](=[O:13])[O:14][CH2:15][c:16]2[cH:17][cH:18][cH:19][cH:20][cH:21]2)[C:22]1=[O:24]. Starting materials: COC(=O)C1CC2CN1C(=O)C(C(C)(C)C)NCCCCC=Cc1cccc(c1)-c1cccc(c1)CO2, CO, O=C(O)C(F)(F)F. The product is COC(=O)C1CC2CN1C(=O)C(C(C)(C)C)NCCCCCCc1cccc(c1)-c1cccc(c1)CO2. As a reaction SMILES: [C:1]([CH3:2])([CH3:3])([CH3:4])[CH:5]1[C:6](=[O:37])[N:7]2[CH:8]([C:33](=[O:34])[O:35][CH3:36])[CH2:9][CH:10]([O:11][CH2:12][c:13]3[cH:14][cH:15][cH:16][c:17]([cH:31]3)-[c:18]3[cH:19][cH:20][cH:21][c:22]([cH:30]3)[CH:23]=[CH:24][CH2:25][CH2:26][CH2:27][CH2:28][NH:29]1)[CH2:32]2.[CH3:45][OH:46].[OH:38][C:39]([C:40]([F:41])([F:42])[F:43])=[O:44]>>[C:1]([CH3:2])([CH3:3])([CH3:4])[CH:5]1[C:6](=[O:37])[N:7]2[CH:8]([C:33](=[O:34])[O:35][CH3:36])[CH2:9][CH:10]([O:11][CH2:12][c:13]3[cH:14][cH:15][cH:16][c:17]([cH:31]3)-[c:18]3[cH:19][cH:20][cH:21][c:22]([cH:30]3)[CH2:23][CH2:24][CH2:25][CH2:26][CH2:27][CH2:28][NH:29]1)[CH2:32]2.